Dataset: the Open Reaction Database (ORD), a public repository of structured organic reaction records. Task: describe an organic reaction: reactants, conditions, products, and yield Reactants: P(O)(O)=O.C(C)(C)C(C1C(C2=NN(C=N2)C(C2=CC=CC=C2)(C2=CC=CC=C2)C2=CC=CC=C2)O1)C(C)C (diisopropyl (2RS,3SR)-2,3-epoxy-3(1-trityl-1,2,4-triazol-3-yl)propane phosphonate), [N-]=[N+]=[N-].[Na+] (sodium azide), [Cl-].[NH4+] (ammonium chloride). Solvent: CO.O (methanol water). Product: P(O)(O)=O.C(C)(C)C(C(C(C1=NN(C=N1)C(C1=CC=CC=C1)(C1=CC=CC=C1)C1=CC=CC=C1)N=[N+]=[N-])O)C(C)C (diisopropyl (2RS,3RS)-3-azido-2-hydroxy-3(1-trityl-1,2,4-triazol-3-yl)propane phosphonate). The yield is 70.7%. Reaction SMILES: [PH:1](=[O:4])([OH:3])[OH:2].[CH:5]([CH:8]([CH:36]([CH3:38])[CH3:37])[CH:9]1[O:35][CH:10]1[C:11]1[N:15]=[CH:14][N:13]([C:16]([C:29]2[CH:34]=[CH:33][CH:32]=[CH:31][CH:30]=2)([C:23]2[CH:28]=[CH:27][CH:26]=[CH:25][CH:24]=2)[C:17]2[CH:22]=[CH:21][CH:20]=[CH:19][CH:18]=2)[N:12]=1)([CH3:7])[CH3:6].[N-:39]=[N+:40]=[N-:41].[Na+].[Cl-].[NH4+]>CO.O>[PH:1](=[O:2])([OH:4])[OH:3].[CH:5]([CH:8]([CH:36]([CH3:38])[CH3:37])[CH:9]([OH:35])[CH:10]([N:39]=[N+:40]=[N-:41])[C:11]1[N:15]=[CH:14][N:13]([C:16]([C:29]2[CH:30]=[CH:31][CH:32]=[CH:33][CH:34]=2)([C:23]2[CH:28]=[CH:27][CH:26]=[CH:25][CH:24]=2)[C:17]2[CH:18]=[CH:19][CH:20]=[CH:21][CH:22]=2)[N:12]=1)([CH3:7])[CH3:6] |f:0.1,2.3,4.5,6.7,8.9|. Reported procedure: A mixture of diisopropyl (2RS,3SR)-2,3-epoxy-3(1-trityl-1,2,4-triazol-3-yl)propane phosphonate (6.83 g prepared as described in Example 51), sodium azide (4.18 g), ammonium chloride (1.51 g) and methanol-water (8:1, 125 ml) was heated under reflux for six hours, then concentrated under reduced pressure. The residue was filtered through silica in chloroform, then chromatographed on silica, using ethyl acetate-ethanol (20:1) as eluant, to give diisopropyl (2RS,3RS)-3-azido-2-hydroxy-3(1-trityl-1,2... The reactants are Fc1ccc(CBr)cc1, O=C([O-])[O-], COc1ccc(C(=O)N2CCNCC2)cc1OCCc1ccc(Cl)cc1Cl, Cl, [K+], [K+], CN(C)C=O. Yields the product COc1ccc(C(=O)N2CCN(Cc3ccc(F)cc3)CC2)cc1OCCc1ccc(Cl)cc1Cl. As a reaction SMILES: [Br:35][CH2:36][c:37]1[cH:38][cH:39][c:40]([F:43])[cH:41][cH:42]1.[C:29](=[O:30])([O-:31])[O-:32].[Cl:1][c:2]1[c:3]([CH2:9][CH2:10][O:11][c:12]2[cH:13][c:14]([C:20](=[O:21])[N:22]3[CH2:23][CH2:24][NH:25][CH2:26][CH2:27]3)[cH:15][cH:16][c:17]2[O:18][CH3:19])[cH:4][cH:5][c:6]([Cl:8])[cH:7]1.[ClH:28].[K+:33].[K+:34].[O:44]=[CH:45][N:46]([CH3:47])[CH3:48]>>[Cl:1][c:2]1[c:3]([CH2:9][CH2:10][O:11][c:12]2[cH:13][c:14]([C:20](=[O:21])[N:22]3[CH2:23][CH2:24][N:25]([CH2:36][c:37]4[cH:38][cH:39][c:40]([F:43])[cH:41][cH:42]4)[CH2:26][CH2:27]3)[cH:15][cH:16][c:17]2[O:18][CH3:19])[cH:4][cH:5][c:6]([Cl:8])[cH:7]1. The reactants are CC(C)(C)[O-], CCOCC, CCCCI, Ic1ccc2c(c1)Cc1ccccc1-2, [K+], C1CCOC1, O. The product is CCCCC1(CCCC)c2ccccc2-c2ccc(I)cc21. As a reaction SMILES: [CH3:20][C:21]([CH3:22])([O-:23])[CH3:24].[CH3:31][CH2:32][O:33][CH2:34][CH3:35].[I:15][CH2:16][CH2:17][CH2:18][CH3:19].[I:1][c:2]1[cH:3][c:4]2[c:12]([cH:13][cH:14]1)-[c:11]1[c:6]([cH:7][cH:8][cH:9][cH:10]1)[CH2:5]2.[K+:25].[O:26]1[CH2:27][CH2:28][CH2:29][CH2:30]1.[OH2:36]>>[I:1][c:2]1[cH:3][c:4]2[c:12]([cH:13][cH:14]1)-[c:11]1[c:6]([cH:7][cH:8][cH:9][cH:10]1)[C:5]2([CH2:16][CH2:17][CH2:18][CH3:19])[CH2:27][CH2:28][CH2:29][CH3:30]. Starting materials: FC=1C=CC2=C(C=C(O2)C2=NC3=CC=C(C=C3N=C2N2CCCC3=CC(=CC=C23)OC)C(=O)OC)C1 (methyl 2-(5-fluoro-1-benzofuran-2-yl)-3-(6-methoxy-1,2,3,4-tetrahydroquinolin-1-yl)quinoxaline-6-carboxylate), [OH-].[Na+] (sodium hydroxide). The reagents and catalysts are O (water). The solvent is CO (methanol). Conditions: time 8 hour. Yields the product FC=1C=CC2=C(C=C(O2)C2=NC3=CC=C(C=C3N=C2N2CCCC3=CC(=CC=C23)OC)C(=O)O)C1 (2-(5-fluoro-1-benzofuran-2-yl)-3-(6-methoxy-1,2,3,4-tetrahydroquinolin-1-yl)quinoxaline-6-carboxylic acid). Isolated yield 59.0%. RXN SMILES: [F:1][C:2]1[CH:3]=[CH:4][C:5]2[O:9][C:8]([C:10]3[C:19]([N:20]4[C:29]5[C:24](=[CH:25][C:26]([O:30][CH3:31])=[CH:27][CH:28]=5)[CH2:23][CH2:22][CH2:21]4)=[N:18][C:17]4[C:12](=[CH:13][CH:14]=[C:15]([C:32]([O:34]C)=[O:33])[CH:16]=4)[N:11]=3)=[CH:7][C:6]=2[CH:36]=1.[OH-].[Na+]>CO.O>[F:1][C:2]1[CH:3]=[CH:4][C:5]2[O:9][C:8]([C:10]3[C:19]([N:20]4[C:29]5[C:24](=[CH:25][C:26]([O:30][CH3:31])=[CH:27][CH:28]=5)[CH2:23][CH2:22][CH2:21]4)=[N:18][C:17]4[C:12](=[CH:13][CH:14]=[C:15]([C:32]([OH:34])=[O:33])[CH:16]=4)[N:11]=3)=[CH:7][C:6]=2[CH:36]=1 |f:1.2|. Procedure details: To a solution of methyl 2-(5-fluoro-1-benzofuran-2-yl)-3-(6-methoxy-1,2,3,4-tetrahydroquinolin-1-yl)quinoxaline-6-carboxylate (40 mg, 0.083 mmol) in methanol (20 mL) and water (three drops) was added sodium hydroxide (16.5 mg, 0.41 mmol) with stirring overnight at room temperature. The reaction mixture was concentrated under vacuum, dissolved in water (30 mL), adjusted to pH 5 with hydrogen chloride (3 N) to give the precipitation, which was collected by filtration to afford 2-(5-fluoro-1-benzof... Starting materials: Nc1cnc(Oc2ccc3ncccc3c2)c(Cl)c1, O=S(=O)(Cl)c1ccc(F)cc1F. The product is O=S(=O)(Nc1cnc(Oc2ccc3ncccc3c2)c(Cl)c1)c1ccc(F)cc1F. RXN SMILES: [Cl:1][c:2]1[cH:3][c:4]([NH2:19])[cH:5][n:6][c:7]1[O:8][c:9]1[cH:10][c:11]2[cH:12][cH:13][cH:14][n:15][c:16]2[cH:17][cH:18]1.[F:20][c:21]1[c:22]([S:28](=[O:29])(=[O:30])[Cl:31])[cH:23][cH:24][c:25]([F:27])[cH:26]1>>[Cl:1][c:2]1[cH:3][c:4]([NH:19][S:28]([c:22]2[c:21]([F:20])[cH:26][c:25]([F:27])[cH:24][cH:23]2)(=[O:29])=[O:30])[cH:5][n:6][c:7]1[O:8][c:9]1[cH:10][c:11]2[cH:12][cH:13][cH:14][n:15][c:16]2[cH:17][cH:18]1. Starting materials: C1(=CC=CC=C1)C=1NC2=CC=CC=C2C1C(C(=C(C(=O)O)Cl)Cl)=O (4-(2-phenyl-3-indolyl)-2,3-dichloro-4-oxo-2-butenoic acid), C(C)N1C(=CC2=CC=CC=C12)C (1-ethyl-2-methylindole). Solvent: C(C)(=O)OC(C)=O (acetic anhydride). Product: C1(=CC=CC=C1)C=1NC2=CC=CC=C2C1C1(C(=C(C(O1)=O)Cl)Cl)C1=C(N(C2=CC=CC=C12)CC)C (5-(2-phenyl-3-indolyl)-5-(1-ethyl-2-methyl-3-indolyl)-3,4-dichloro-2(5H)-furanone). RXN SMILES: [C:1]1([C:7]2[NH:8][C:9]3[C:14]([C:15]=2[C:16](=[O:24])[C:17]([Cl:23])=[C:18]([Cl:22])[C:19](O)=[O:20])=[CH:13][CH:12]=[CH:11][CH:10]=3)[CH:6]=[CH:5][CH:4]=[CH:3][CH:2]=1.[CH2:25]([N:27]1[C:35]2[C:30](=[CH:31][CH:32]=[CH:33][CH:34]=2)[CH:29]=[C:28]1[CH3:36])[CH3:26]>C(OC(=O)C)(=O)C>[C:1]1([C:7]2[NH:8][C:9]3[C:14]([C:15]=2[C:16]2([C:29]4[C:30]5[C:35](=[CH:34][CH:33]=[CH:32][CH:31]=5)[N:27]([CH2:25][CH3:26])[C:28]=4[CH3:36])[O:24][C:19](=[O:20])[C:18]([Cl:22])=[C:17]2[Cl:23])=[CH:13][CH:12]=[CH:11][CH:10]=3)[CH:2]=[CH:3][CH:4]=[CH:5][CH:6]=1. Procedure details: A mixture of 7.0 g (0.02 mole) of 4-(2-phenyl-3-indolyl)-2,3-dichloro-4-oxo-2-butenoic acid (prepared in part A above), 3.5 g (0.02 mole) of 1-ethyl-2-methylindole and 200 ml of acetic anhydride was stirred at ambient temperature in an atmosphere of air for approximately seventeen hours. The pale blue solid that formed was collected by filtration and dried in vacuo at 60° C. to obtain 5-(2-phenyl-3-indolyl)-5-(1-ethyl-2-methyl-3-indolyl)-3,4-dichloro-2(5H)-furanone (Formula V: R=Y=Y1 =H; R1 =C6H...